From a dataset of the Open Reaction Database (ORD), a public repository of structured organic reaction records. describe an organic reaction: reactants, conditions, products, and yield Reactants: N1=C(C=CC=C1)C1CC(CC(C1)=O)=O (5-(2-pyridyl)cyclohexane-1,3-dione), Cl.NCC#CC (1-amino-2-butyne hydrochloride), 4A, O1CCCC1 (tetrahydrofuran), C(O)([O-])=O.[Na+] (sodium hydrogen carbonate). Solvent: C(C)O (ethanol), C(C)N(CC)CC (triethylamine), C(C)(=O)OCC (ethyl acetate). Run at time 1 hour. Product: CC1=CC=NC=2CC(CC(C12)=O)C1=NC=CC=C1 (4-methyl-7-(2-pyridyl)-5,6,7,8-tetrahydroquinolin-5-one). Reaction SMILES: [N:1]1[CH:6]=[CH:5][CH:4]=[CH:3][C:2]=1[CH:7]1[CH2:12][C:11](=O)[CH2:10][C:9](=[O:14])[CH2:8]1.Cl.[NH2:16][CH2:17][C:18]#[C:19][CH3:20].O1CCCC1.C(=O)([O-])O.[Na+]>C(OCC)(=O)C.C(N(CC)CC)C.C(O)C>[CH3:20][C:19]1[C:10]2[C:9](=[O:14])[CH2:8][CH:7]([C:2]3[CH:3]=[CH:4][CH:5]=[CH:6][N:1]=3)[CH2:12][C:11]=2[N:16]=[CH:17][CH:18]=1 |f:1.2,4.5|. Reported procedure: To a mixture of 5-(2-pyridyl)cyclohexane-1,3-dione (2.0 g), 1-amino-2-butyne hydrochloride (0.1.1 g), molecular sieves 4A (2 g), tetrahydrofuran (30 ml) and ethanol (10 ml) was added triethylamine (2.1 g), and the mixture was stirred at room temperature for 1 hour, refluxed for 4 hours and cooled. Insoluble materials were filtered off. Under reduced pressure, the solvent was evaporated, and the residue was purified with silica gel column chromatography (EtOAc/MeOH) to give solid. The solid was s...